From a dataset of the Open Reaction Database (ORD), a public repository of structured organic reaction records. describe an organic reaction: reactants, conditions, products, and yield Starting materials: diamino, C(C)O (ethanol), NC1=C(C=C(C(=C1[N+](=O)[O-])C)C)OCC1CO1 (2-amino-4,5-dimethyl-1-(2,3-epoxypropoxy)-3-nitrobenzene), CC(C)N (2-propylamine). Product: CC=1C=C(C2=C(NC(N2)=O)C1C)OCC(CNC(C)C)O (6,7-Dimethyl-4-[2-hydroxy-3-(2-propylamino)-propoxy]-2-benzimidazolinone). Reaction SMILES: [NH2:1][C:2]1[C:7]([N+:8]([O-])=O)=[C:6]([CH3:11])[C:5]([CH3:12])=[CH:4][C:3]=1[O:13][CH2:14][CH:15]1[O:17][CH2:16]1.[CH3:18][CH:19]([NH2:21])[CH3:20].[CH2:22]([OH:24])C>>[CH3:12][C:5]1[CH:4]=[C:3]([O:13][CH2:14][CH:15]([OH:17])[CH2:16][NH:21][CH:19]([CH3:20])[CH3:18])[C:2]2[NH:1][C:22](=[O:24])[NH:8][C:7]=2[C:6]=1[CH3:11]. Reported procedure: The diamino compound used as intermediate is obtained by reacting 2-amino-4,5-dimethyl-1-(2,3-epoxypropoxy)-3-nitrobenzene (see Example 8) with 2-propylamine in boiling ethanol and subsequent catalytic hydrogenation. The reactants are C(C1=CC=CC=C1)OC1=CC(=C(C=C1)C1=NN=C(N1C)C12CCC(CC1)(CC2)CCCCC)OC (3-[4-(benzyloxy)-2-methoxyphenyl]-4-methyl-5-(4-pentylbicyclo[2.2.2]oct-1-yl)-4H-1,2,4-triazole). The reagents and catalysts are [Pd] (Pd/C). The solvent is CO (MeOH). Yields the product COC=1C=C(C=CC1C1=NN=C(N1C)C12CCC(CC1)(CC2)CCCCC)O (3-Methoxy-4-[4-methyl-5-(4-pentylbicyclo[2.2.2]oct-1-yl)-4H-1,2,4-triazol-3-yl]phenol). As a reaction SMILES: C([O:8][C:9]1[CH:14]=[CH:13][C:12]([C:15]2[N:19]([CH3:20])[C:18]([C:21]34[CH2:28][CH2:27][C:24]([CH2:29][CH2:30][CH2:31][CH2:32][CH3:33])([CH2:25][CH2:26]3)[CH2:23][CH2:22]4)=[N:17][N:16]=2)=[C:11]([O:34][CH3:35])[CH:10]=1)C1C=CC=CC=1>CO.[Pd]>[CH3:35][O:34][C:11]1[CH:10]=[C:9]([OH:8])[CH:14]=[CH:13][C:12]=1[C:15]1[N:19]([CH3:20])[C:18]([C:21]23[CH2:26][CH2:25][C:24]([CH2:29][CH2:30][CH2:31][CH2:32][CH3:33])([CH2:27][CH2:28]2)[CH2:23][CH2:22]3)=[N:17][N:16]=1. Procedure: A solution of 3-[4-(benzyloxy)-2-methoxyphenyl]-4-methyl-5-(4-pentylbicyclo[2.2.2]oct-1-yl)-4H-1,2,4-triazole (1-E) (272 mg, 0.572 mmol) in MeOH (8 mL) was hydrogenated for 19 h with 10% Pd/C catalyst (27 mg) at room temperature and atmospheric pressure. The catalyst was filtered and washed with MeOH. The MeOH was removed in vacuo to afford 3-methoxy-4-[4-methyl-5-(4-pentylbicyclo[2.2.2]oct-1-yl)-4H-1,2,4-triazol-3-yl]phenol (1-F). MS: m/z 384 (M+1); 1H NMR (500 MHz, DMSO-d6): δ 9.94 (s 1H), 7.0... The yield is 91.1%. Run at time 22 hour. The reactants are COC=1C=C2C(=CC=NC2=CC1OC)OC1=CC=C(C=C1)NC(=O)C1=CC=C(C=C1)[N+](=O)[O-] ({4-[(6,7-Dimethoxy-4-quinolinyl)oxy]phenyl}-(4-nitrophenyl)carboxamide). Reaction SMILES: [CH3:1][O:2][C:3]1[CH:4]=[C:5]2[C:10](=[CH:11][C:12]=1[O:13][CH3:14])[N:9]=[CH:8][CH:7]=[C:6]2[O:15][C:16]1[CH:21]=[CH:20][C:19]([NH:22][C:23]([C:25]2[CH:30]=[CH:29][C:28]([N+:31]([O-])=O)=[CH:27][CH:26]=2)=[O:24])=[CH:18][CH:17]=1>CN(C)C=O.C(OCC)(=O)C.[C].[Pd]>[CH3:1][O:2][C:3]1[CH:4]=[C:5]2[C:10](=[CH:11][C:12]=1[O:13][CH3:14])[N:9]=[CH:8][CH:7]=[C:6]2[O:15][C:16]1[CH:17]=[CH:18][C:19]([NH:22][C:23]([C:25]2[CH:30]=[CH:29][C:28]([NH2:31])=[CH:27][CH:26]=2)=[O:24])=[CH:20][CH:21]=1 |f:1.2,3.4|. The solvent is CN(C=O)C.C(C)(=O)OCC (N,N-dimethylformamide ethyl acetate). Yields the product COC=1C=C2C(=CC=NC2=CC1OC)OC1=CC=C(C=C1)NC(=O)C1=CC=C(C=C1)N (N-{4-[(6,7-Dimethoxy-4-quinolinyl)oxy]phenyl}-(4-aminophenyl)carboxamide). Reagents/catalysts: [C].[Pd] (palladium-carbon). Procedure details: {4-[(6,7-Dimethoxy-4-quinolinyl)oxy]phenyl}-(4-nitrophenyl)carboxamide (100 mg) was dissolved in N,N-dimethylformamide/ethyl acetate (9 ml/5 ml), 10% palladium-carbon (69 mg) was added, and the admixture was stirred at room temperature under hydrogen for 22 hours. The reaction mixture was filtered using Celite. The filtrate was then distilled under reduced pressure to remove the solvents, and the resultant residue was purified by column chromatography on silica gel eluting chloroform/acetone to ... Reactants: O=C(NC(Cc1ccccc1)C1CO1)OCc1ccccc1, CN(C)C=O, NC(=O)C1CCCN1c1ccccc1. Product: O=C(NC(Cc1ccccc1)C(O)CNC(=O)C1CCCN1c1ccccc1)OCc1ccccc1. RXN SMILES: [CH2:1]([c:2]1[cH:3][cH:4][cH:5][cH:6][cH:7]1)[O:8][C:9](=[O:10])[NH:11][CH:12]([CH:13]1[CH2:14][O:15]1)[CH2:16][c:17]1[cH:18][cH:19][cH:20][cH:21][cH:22]1.[CH3:37][N:38]([CH3:39])[CH:40]=[O:41].[c:23]1([N:29]2[CH:30]([C:31](=[O:32])[NH2:33])[CH2:34][CH2:35][CH2:36]2)[cH:24][cH:25][cH:26][cH:27][cH:28]1>>[CH2:1]([c:2]1[cH:3][cH:4][cH:5][cH:6][cH:7]1)[O:8][C:9](=[O:10])[NH:11][CH:12]([CH:13]([CH2:14][NH:33][C:31]([CH:30]1[N:29]([c:23]2[cH:24][cH:25][cH:26][cH:27][cH:28]2)[CH2:36][CH2:35][CH2:34]1)=[O:32])[OH:15])[CH2:16][c:17]1[cH:18][cH:19][cH:20][cH:21][cH:22]1. The reactants are C(C)(C)(C)OC(=O)N1[C@@H](CCC1)C1CO1 ((S)-1-(tert-butoxycarbonyl)-2-(1,2-epoxyethyl)pyrrolidine), S(=O)(=O)(O)[O-].[K+] (potassium hydrogensulfate), C(C1=CC=CC=C1)O (Benzyl alcohol), [H-].[Na+] (sodium hydride). Run in CN1CCN(C1=O)C (DMI), CN1CCN(C1=O)C (DMI). Conditions: temperature 60 celsius, time 1 hour. The product is OC(COCC1=CC=CC=C1)[C@H]1NCCC1 ((S)-2-[1-Hydroxy-2-(phenylmethyloxy)ethyl]pyrrolidine). Reaction SMILES: [CH2:1]([OH:8])[C:2]1[CH:7]=[CH:6][CH:5]=[CH:4][CH:3]=1.[H-].[Na+].C(OC([N:18]1[CH2:22][CH2:21][CH2:20][C@H:19]1[CH:23]1[O:25][CH2:24]1)=O)(C)(C)C.S([O-])(O)(=O)=O.[K+]>CN1C(=O)N(C)CC1>[OH:25][CH:23]([C@@H:19]1[CH2:20][CH2:21][CH2:22][NH:18]1)[CH2:24][O:8][CH2:1][C:2]1[CH:7]=[CH:6][CH:5]=[CH:4][CH:3]=1 |f:1.2,4.5|. Procedure: Benzyl alcohol (347 ml) was added to a suspension of sodium hydride (60% dispersion in oil, 89.6 g) in DMI (2.0 l), and the mixture was stirred at 60° C. for 1 hour. A solution of (S)-1-(tert-butoxycarbonyl)-2-(1,2-epoxyethyl)pyrrolidine (478.4 g) obtained in Example 4-a), in DMI (150 ml) was dropwise added, and the mixture was stirred at said temperature for 2 hours. The reaction mixture was poured into a saturated aqueous solution of potassium hydrogensulfate and the mixture was extracted with... Reactants: CO, N=C(N)NC(=O)c1cc(-c2cccc([N+](=O)[O-])c2)nc2ccccc12. The product is N=C(N)NC(=O)c1cc(-c2cccc(N)c2)nc2ccccc12. As a reaction SMILES: [CH3:26][OH:27].[N+:1]([O-:2])(=[O:3])[c:4]1[cH:5][c:6](-[c:10]2[n:11][c:12]3[cH:13][cH:14][cH:15][cH:16][c:17]3[c:18]([C:20](=[O:21])[NH:22][C:23](=[NH:24])[NH2:25])[cH:19]2)[cH:7][cH:8][cH:9]1>>[NH2:1][c:4]1[cH:5][c:6](-[c:10]2[n:11][c:12]3[cH:13][cH:14][cH:15][cH:16][c:17]3[c:18]([C:20](=[O:21])[NH:22][C:23](=[NH:24])[NH2:25])[cH:19]2)[cH:7][cH:8][cH:9]1. Starting materials: CC(C)C[Al+]CC(C)C, ClCCl, Cc1cc(C(=O)O)ccc1Cl, [H-]. The product is Cc1cc(CO)ccc1Cl. As a reaction SMILES: [CH2:13]([Al+:14][CH2:15][CH:16]([CH3:17])[CH3:18])[CH:19]([CH3:20])[CH3:21].[CH2:22]([Cl:23])[Cl:24].[Cl:1][c:2]1[c:3]([CH3:11])[cH:4][c:5]([C:6](=[O:7])[OH:8])[cH:9][cH:10]1.[H-:12]>>[Cl:1][c:2]1[c:3]([CH3:11])[cH:4][c:5]([CH2:6][OH:7])[cH:9][cH:10]1. The reactants are C(C=C)[C@](C(=O)OCC)(CCCC1=C(C=C(C=C1)SC1=CC(=CC=C1)C(F)(F)F)Cl)NC(=O)OC(C)(C)C (Ethyl(S)-2-allyl-2-t-butoxycarbonylamino-5-[2-chloro-4-(3-trifluoromethylphenylthio)phenyl]pentanoate), resultant solution. The reagents and catalysts are [Pd] (palladium). Run in C(C)(=O)OCC (ethyl acetate). The product is C(C)(C)(C)OC(=O)N[C@@](C(=O)OCC)(CCCC1=C(C=C(C=C1)SC1=CC(=CC=C1)C(F)(F)F)Cl)CCC (Ethyl(R)-2-t-butoxycarbonylamino-5-[2-chloro-4-(3-trifluoromethylphenylthio)phenyl]-2-propylpentanoate). Yield: 73.0%. RXN SMILES: [CH2:1]([C@@:4]([NH:31][C:32]([O:34][C:35]([CH3:38])([CH3:37])[CH3:36])=[O:33])([CH2:10][CH2:11][CH2:12][C:13]1[CH:18]=[CH:17][C:16]([S:19][C:20]2[CH:25]=[CH:24][CH:23]=[C:22]([C:26]([F:29])([F:28])[F:27])[CH:21]=2)=[CH:15][C:14]=1[Cl:30])[C:5]([O:7][CH2:8][CH3:9])=[O:6])[CH:2]=[CH2:3]>C(OCC)(=O)C.[Pd]>[C:35]([O:34][C:32]([NH:31][C@:4]([CH2:1][CH2:2][CH3:3])([CH2:10][CH2:11][CH2:12][C:13]1[CH:18]=[CH:17][C:16]([S:19][C:20]2[CH:25]=[CH:24][CH:23]=[C:22]([C:26]([F:29])([F:27])[F:28])[CH:21]=2)=[CH:15][C:14]=1[Cl:30])[C:5]([O:7][CH2:8][CH3:9])=[O:6])=[O:33])([CH3:38])([CH3:36])[CH3:37]. Reported procedure: To a solution of the compound of Example 13 (400 mg) in ethyl acetate (20 mL) was added palladium, on activated carbon/ethylene diamine complex (100 mg), and the resultant solution was stirred at room temperature for 24 hours under hydrogen atmosphere. The reaction solution was filtered through Celite, and the solvent was evaporated. The resultant residue was purified by silica gel column chromatography (hexane:ethyl acetate=30:1) to obtain the target product (293 mg) as a colorless oil. Reactants: NC1=CC2=C(N(C(CCC2)=O)C)C=C1 (7-Amino-1-methyl-1,3,4,5-tetrahydro-benzo[b]azepin-2-one), ClC1=NC=C(C(=N1)NC=1C=C(C(=O)NC)C=CC1)Cl (3-(2,5-Dichloro-pyrimidin-4-ylamino)-N-methyl-benzamide). The product is ClC=1C(=NC(=NC1)NC1=CC2=C(N(C(CCC2)=O)C)C=C1)NC=1C=C(C(=O)NC)C=CC1 (3-[5-Chloro-2-(1-methyl-2-oxo-2,3,4,5-tetrahydro-1H-benzo[b]azepin-7-ylamino)-pyrimidin-4-ylamino]-N-methyl-benzamide). The yield is 47.0%. Reaction SMILES: [NH2:1][C:2]1[CH:14]=[CH:13][C:5]2[N:6]([CH3:12])[C:7](=[O:11])[CH2:8][CH2:9][CH2:10][C:4]=2[CH:3]=1.Cl[C:16]1[N:21]=[C:20]([NH:22][C:23]2[CH:24]=[C:25]([CH:30]=[CH:31][CH:32]=2)[C:26]([NH:28][CH3:29])=[O:27])[C:19]([Cl:33])=[CH:18][N:17]=1>>[Cl:33][C:19]1[C:20]([NH:22][C:23]2[CH:24]=[C:25]([CH:30]=[CH:31][CH:32]=2)[C:26]([NH:28][CH3:29])=[O:27])=[N:21][C:16]([NH:1][C:2]2[CH:14]=[CH:13][C:5]3[N:6]([CH3:12])[C:7](=[O:11])[CH2:8][CH2:9][CH2:10][C:4]=3[CH:3]=2)=[N:17][CH:18]=1. Procedure details: In an analogous procedure to Example 651, part c, 7-Amino-1-methyl-1,3,4,5-tetrahydro-benzo[b]azepin-2-one and 3-(2,5-Dichloro-pyrimidin-4-ylamino)-N-methyl-benzamide were combined to yield 3-[5-Chloro-2-(1-methyl-2-oxo-2,3,4,5-tetrahydro-1H-benzo[b]azepin-7-ylamino)-pyrimidin-4-ylamino]-N-methyl-benzamide (53.36 mg, 47% yield) as a white powder. 1H-NMR (DMSO-d6) δ 9.39 (s, 1H), 9.03 (s, 1H), 8.39 (d, J=4.4 Hz, 1H), 8.16 (s, 1H), 7.99 (s, 1H), 7.76 (d, J=7.8 Hz, 1H), 7.62 (d, J=7.1 Hz, 1H), 7.47...